This data is from the Open Reaction Database (ORD), a public repository of structured organic reaction records. The task is: describe an organic reaction: reactants, conditions, products, and yield Reactants: FC1C2C(OC1=O)CCC2C=CC(C(CCCC)F)O (hexahydro-3-fluoro-4-(3-hydroxy-4-fluoro-1-octenyl]-2H-cyclopenta[b]furan-2-one), O1C=2C(=CC1=O)C=CC2 (2H-cyclopenta[b]furan-2-one). Yields the product FC1C2C(OC1=O)CCC2C=CC(C(CCCC)F)OC2OCCCC2 (Hexahydro-3-fluoro-4-[3-[(tetrahydro-2H-pyran-2-yl)oxy]-4-fluoro-1-octenyl]-2H-cyclopenta[b]furan-2-one). RXN SMILES: [F:1][CH:2]1[C:6](=[O:7])[O:5][CH:4]2[CH2:8][CH2:9][CH:10]([CH:11]=[CH:12][CH:13]([OH:20])[CH:14]([F:19])[CH2:15][CH2:16][CH2:17][CH3:18])[CH:3]12.[O:21]1[C:25](=O)[CH:24]=[C:23]2[CH:27]=[CH:28]C=C12>>[F:1][CH:2]1[C:6](=[O:7])[O:5][CH:4]2[CH2:8][CH2:9][CH:10]([CH:11]=[CH:12][CH:13]([O:20][CH:25]3[CH2:24][CH2:23][CH2:27][CH2:28][O:21]3)[CH:14]([F:19])[CH2:15][CH2:16][CH2:17][CH3:18])[CH:3]12. Reported procedure: By the procedure of Example 5 [3aR-[3aα,4α(1E,3R*,4R*)6aα]]-hexahydro-3-fluoro-4-(3-hydroxy-4-fluoro-1-octenyl]-2H-cyclopenta[b]furan-2-one was converted to [3aR-[3aα,4α(1E,3R*,4R*)6aα]]-hexahydro-3-fluoro-4[3-(tetrahydro-2H-pyran-2-yl)oxy]-4-fluoro-1-octenyl]-2H-cyclopenta[b]furan-2-one. Starting materials: CC(=O)C1=CC(=C(C=C1)OC)Cl (3-chloro-4-methoxy acetophenone), [H-].[Na+] (NaH), C(C)OC(C1=CN=CC=C1)=O (nicotinic acid ethyl ester), ice. Run in CN(C)C=O (DMF), CN(C)C=O (DMF). Reaction conditions: time 30 minute. Product: ClC=1C=C(C=CC1OC)C(CC(=O)C=1C=NC=CC1)=O (1-(3-chloro-4-methoxy-phenyl)-3-pyridin-3-yl-propane-1,3-dione). RXN SMILES: [CH3:1][C:2]([C:4]1[CH:9]=[CH:8][C:7]([O:10][CH3:11])=[C:6]([Cl:12])[CH:5]=1)=[O:3].[H-].[Na+].C([O:17][C:18](=O)[C:19]1[CH:24]=[CH:23][CH:22]=[N:21][CH:20]=1)C>CN(C=O)C>[Cl:12][C:6]1[CH:5]=[C:4]([C:2](=[O:3])[CH2:1][C:18]([C:19]2[CH:20]=[N:21][CH:22]=[CH:23][CH:24]=2)=[O:17])[CH:9]=[CH:8][C:7]=1[O:10][CH3:11] |f:1.2|. Reported procedure: To a solution of 3-chloro-4-methoxy acetophenone (3.0 g, 16.30 mmol) in DMF (15 mL) was added 60% NaH [0.717 g (0.430 g, 17.93 mmol)] at 0° C. under a nitrogen atmosphere. The mixture was stirred for 30 min and a solution of nicotinic acid ethyl ester (2.95 g, 19.56 mmol) in DMF (10 mL) was added slowly to it. The mixture was stirred at temperature in the range of 20-40° C. for 12 hour. It was then poured into ice-cold water (100 mL) and stirred for 15 minutes. The solid was filtered and dried t...